From a dataset of the Open Reaction Database (ORD), a public repository of structured organic reaction records. describe an organic reaction: reactants, conditions, products, and yield Starting materials: C1(=CC=CC=C1)N(CC1NCCCC1)C1CC2=CC=CC=C2C1 (N-Phenyl-N-(piperidin-2-ylmethyl)indan-2-yl-amine), C=O (formaldehyde), [BH-](OC(=O)C)(OC(=O)C)OC(=O)C.[Na+] (Na(OAc)3BH), [OH-].[Na+] (NaOH). Run in ClCCCl (DCE), C(C)(=O)O (acetic acid), C(Cl)Cl (DCM). Reaction conditions: time 16 hour. The product is CN1C(CCCC1)CN(C1=CC=CC=C1)C1CC2=CC=CC=C2C1 (N-[(1-Methyl-piperidin-2-yl)methyl]-N-phenylindan-2-yl-amine). As a reaction SMILES: [C:1]1([N:7]([CH:15]2[CH2:23][C:22]3[C:17](=[CH:18][CH:19]=[CH:20][CH:21]=3)[CH2:16]2)[CH2:8][CH:9]2[CH2:14][CH2:13][CH2:12][CH2:11][NH:10]2)[CH:6]=[CH:5][CH:4]=[CH:3][CH:2]=1.C=O.[BH-](OC(C)=O)(OC(C)=O)O[C:28](C)=O.[Na+].[OH-].[Na+]>ClCCCl.C(Cl)Cl.C(O)(=O)C>[CH3:28][N:10]1[CH2:11][CH2:12][CH2:13][CH2:14][CH:9]1[CH2:8][N:7]([CH:15]1[CH2:23][C:22]2[C:17](=[CH:18][CH:19]=[CH:20][CH:21]=2)[CH2:16]1)[C:1]1[CH:6]=[CH:5][CH:4]=[CH:3][CH:2]=1 |f:2.3,4.5|. Procedure: To a stirred solution of compound 16 (0.2 g, 0.65 mmol) in DCE (10 mL) were added successively formaldehyde (35% in H2O, 0.08 mL, 0.98 mmol), Na(OAc)3BH (0.415 g, 1.95 mmol) and acetic acid (AcOH, 0.1 mL) at ice-cold conditions. The resulting mixture was allowed to stir at rt for 16 hours. The reaction mixture was diluted with DCM and basified with NaOH (1N). The organic layer was separated and washed with water and brine, dried over Na2SO4, filtered and concentrated. The crude material was puri... Starting materials: C=C(C(=O)OCCCC)C(O)C(Cl)(Cl)Cl, CC(=O)OC(C)=O, CC(=O)[O-], CC(=O)O, [Na+]. Product: C=C(C(=O)OCCCC)C(OC(C)=O)C(Cl)(Cl)Cl. Reaction SMILES: [CH2:1]=[C:2]([C:3](=[O:4])[O:5][CH2:6][CH2:7][CH2:8][CH3:9])[CH:10]([C:11]([Cl:12])([Cl:13])[Cl:14])[OH:15].[CH3:16][C:17](=[O:18])[O:19][C:20](=[O:21])[CH3:22].[CH3:24][C:25](=[O:26])[O-:27].[CH3:28][C:29](=[O:30])[OH:31].[Na+:23]>>[CH2:1]=[C:2]([C:3](=[O:4])[O:5][CH2:6][CH2:7][CH2:8][CH3:9])[CH:10]([C:11]([Cl:12])([Cl:13])[Cl:14])[O:15][C:17]([CH3:16])=[O:18].